The task is: describe an organic reaction: reactants, conditions, products, and yield. This data is from the Open Reaction Database (ORD), a public repository of structured organic reaction records. Reactants: COC(CBr)=O (bromoacetic acid methyl ester), C1(=CC=CC=C1)C1=NC(SC1C1=CC=CC=C1)=S (4,5-bis-phenylthiazoline-2-thione), [H-].[Na+] (sodium hydride), CCCCCC (hexane), ice water. Solvent: CN(P(N(C)C)(N(C)C)=O)C (hexamethylphosphoric acid triamide). Yields the product COC(=O)CC=1SC(=C(N1)C1=CC=CC=C1)C1=CC=CC=C1 (2-Methoxycarbonylmethyl-4,5-bis-phenylthiazole). Reaction SMILES: [C:1]1([C:7]2[CH:11]([C:12]3[CH:17]=[CH:16][CH:15]=[CH:14][CH:13]=3)[S:10][C:9](=S)[N:8]=2)[CH:6]=[CH:5][CH:4]=[CH:3][CH:2]=1.[H-].[Na+].CCCCCC.[CH3:27][O:28][C:29](=[O:32])[CH2:30]Br>CN(C)P(=O)(N(C)C)N(C)C>[CH3:27][O:28][C:29]([CH2:30][C:9]1[S:10][C:11]([C:12]2[CH:17]=[CH:16][CH:15]=[CH:14][CH:13]=2)=[C:7]([C:1]2[CH:6]=[CH:5][CH:4]=[CH:3][CH:2]=2)[N:8]=1)=[O:32] |f:1.2|. Procedure details: The starting material can be produced, for example, in the following manner: 6 g of 4,5-bis-phenylthiazoline-2-thione are dissolved in 50 ml of hexamethylphosphoric acid triamide, the solution is cooled to 5° and, while stirring, sodium hydride (0.89 g of a 50% strength suspension in mineral oil, de-oiled with hexane) is added. The mixture is stirred for 30 minutes at room temperature, 3.57 g of bromoacetic acid methyl ester are slowly added dropwise, the mixture is then stirred for 1 hour at ro... Starting materials: N#CC1(c2ccc(Br)c(F)c2)CC1, CO, Cl, [Na+], [OH-], OO. Product: O=C(O)C1(c2ccc(Br)c(F)c2)CC1. As a reaction SMILES: [Br:1][c:2]1[c:3]([F:13])[cH:4][c:5]([C:8]2([C:11]#[N:12])[CH2:9][CH2:10]2)[cH:6][cH:7]1.[CH3:19][OH:20].[ClH:18].[Na+:15].[OH-:14].[OH:16][OH:17]>>[Br:1][c:2]1[c:3]([F:13])[cH:4][c:5]([C:8]2([C:11](=[O:14])[OH:16])[CH2:9][CH2:10]2)[cH:6][cH:7]1. Starting materials: COC=1C=C2C(CCOC2=CC1)=O (6-methoxy-4-chromanone), S1C(=NC=C1)C=O (2-thiazolecarbaldehyde). Yields the product COC=1C=C2C(C(COC2=CC1)=CC=1SC=CN1)=O (6-Methoxy-3-(2-thiazolyl)methylene-4-chromanone). RXN SMILES: [CH3:1][O:2][C:3]1[CH:4]=[C:5]2[C:10](=[CH:11][CH:12]=1)[O:9][CH2:8][CH2:7][C:6]2=[O:13].[S:14]1[CH:18]=[CH:17][N:16]=[C:15]1[CH:19]=O>>[CH3:1][O:2][C:3]1[CH:4]=[C:5]2[C:10](=[CH:11][CH:12]=1)[O:9][CH2:8][C:7](=[CH:19][C:15]1[S:14][CH:18]=[CH:17][N:16]=1)[C:6]2=[O:13]. Procedure details: By the method of Example 1, 6-methoxy-4-chromanone (3.97 g, 0.0223 mol) and 2-thiazolecarbaldehyde (3.00 g, 0.0265 mol) were converted to present title product which was recrystallized from methanol, 1.20 g (20%), m.p. 130°-132° C., tlc (1:19 CH3OH:CH2Cl2) Rf 0.67. Starting materials: Cl (hydrochloric acid), solution, [H-].C(C(C)C)[Al+]CC(C)C (diisobutylaluminum hydride), C1(=CC=CC=C1)C (toluene), [OH-].[Na+] (sodium hydroxide), CO (Methanol), COC(=O)C=1C=C(C=C(C1)C(=O)OC)C=1C=CC(=NC1)N1CCN(CCC1)C1=NC=C(C=C1)C1=CC(=CC(=C1)C(=O)OC)C(=O)OC (1,4-bis[5-[3,5-bis(methoxycarbonyl)phenyl]-2-pyridyl]hexahydro-1,4-diazepine). The solvent is [Cl-].[Na+].O (brine), O1CCCC1 (tetrahydrofuran). Run at temperature -20 celsius, time 1 hour. The product is OCC=1C=C(C=C(C1)CO)C=1C=CC(=NC1)N1CCN(CCC1)C1=NC=C(C=C1)C1=CC(=CC(=C1)CO)CO (1,4-Bis[5-[3,5-bis(hydroxymethyl)phenyl]-2-pyridyl]hexahydro-1,4-diazepine). The yield is 52.8%. As a reaction SMILES: C[O:2][C:3]([C:5]1[CH:6]=[C:7]([C:15]2[CH:16]=[CH:17][C:18]([N:21]3[CH2:27][CH2:26][CH2:25][N:24]([C:28]4[CH:33]=[CH:32][C:31]([C:34]5[CH:39]=[C:38]([C:40](OC)=[O:41])[CH:37]=[C:36]([C:44](OC)=[O:45])[CH:35]=5)=[CH:30][N:29]=4)[CH2:23][CH2:22]3)=[N:19][CH:20]=2)[CH:8]=[C:9]([C:11](OC)=[O:12])[CH:10]=1)=O.[H-].C([Al+]CC(C)C)C(C)C.C1(C)C=CC=CC=1.CO.Cl.[OH-].[Na+]>O1CCCC1.[Cl-].[Na+].O>[OH:41][CH2:40][C:38]1[CH:39]=[C:34]([C:31]2[CH:32]=[CH:33][C:28]([N:24]3[CH2:25][CH2:26][CH2:27][N:21]([C:18]4[CH:17]=[CH:16][C:15]([C:7]5[CH:6]=[C:5]([CH2:3][OH:2])[CH:10]=[C:9]([CH2:11][OH:12])[CH:8]=5)=[CH:20][N:19]=4)[CH2:22][CH2:23]3)=[N:29][CH:30]=2)[CH:35]=[C:36]([CH2:44][OH:45])[CH:37]=1 |f:1.2,6.7,9.10.11|. Procedure: Under nitrogen, a solution of 1,4-bis[5-[3,5-bis(methoxycarbonyl)phenyl]-2-pyridyl]hexahydro-1,4-diazepine (17.0 mg, 0.0266 mmol), which had been synthesized in Example 20, in anhydrous tetrahydrofuran (1.0 mL) was cooled to −20° C. To the resulting solution was added a 1.0 M solution of diisobutylaluminum hydride in toluene (0.40 mL, 0.40 mmol), and the resulting mixture was stirred for 1 hour. Methanol (0.2 mL, 4.9 mmol) was added to the mixture, and the bath was removed, then 0.50 M hydrochlo... The reactants are BrC1=CC=C(C=C1)S(=O)(=O)NC=1SC=CN1 (4-bromo-N-(thiazol-2-yl)benzenesulfonamide), C(C)(=O)O.N1CC(C1)CNC(OC(C)(C)C)=O (tert-butyl azetidin-3-ylmethylcarbamate acetate), CC(C)([O-])C.[Na+] (sodium tert-butoxide), C1(=C(C=CC=C1)P(C(C)(C)C)C(C)(C)C)C1=CC=CC=C1 (biphenyl-2-yldi-tert-butylphosphine). Reagents/catalysts: C=1C=CC(=CC1)/C=C/C(=O)/C=C/C2=CC=CC=C2.C=1C=CC(=CC1)/C=C/C(=O)/C=C/C2=CC=CC=C2.C=1C=CC(=CC1)/C=C/C(=O)/C=C/C2=CC=CC=C2.[Pd].[Pd] (Pd2(dba)3). Run in C1(=CC=CC=C1)C (toluene), O (H2O). The product is C(C)(C)(C)OC(NCC1CN(C1)C1=CC=C(C=C1)S(NC=1SC=CN1)(=O)=O)=O (tert-butyl-(1-(4-(N-thiazol-2-ylsulfamoyl)phenyl)azetidin-3-yl)methylcarbamate). Yield: 21.7%. RXN SMILES: Br[C:2]1[CH:7]=[CH:6][C:5]([S:8]([NH:11][C:12]2[S:13][CH:14]=[CH:15][N:16]=2)(=[O:10])=[O:9])=[CH:4][CH:3]=1.C(O)(=O)C.[NH:21]1[CH2:24][CH:23]([CH2:25][NH:26][C:27](=[O:33])[O:28][C:29]([CH3:32])([CH3:31])[CH3:30])[CH2:22]1.CC(C)([O-])C.[Na+].C1(C2C=CC=CC=2)C=CC=CC=1P(C(C)(C)C)C(C)(C)C>C1(C)C=CC=CC=1.C1C=CC(/C=C/C(/C=C/C2C=CC=CC=2)=O)=CC=1.C1C=CC(/C=C/C(/C=C/C2C=CC=CC=2)=O)=CC=1.C1C=CC(/C=C/C(/C=C/C2C=CC=CC=2)=O)=CC=1.[Pd].[Pd].O>[C:29]([O:28][C:27](=[O:33])[NH:26][CH2:25][CH:23]1[CH2:22][N:21]([C:2]2[CH:7]=[CH:6][C:5]([S:8](=[O:10])(=[O:9])[NH:11][C:12]3[S:13][CH:14]=[CH:15][N:16]=3)=[CH:4][CH:3]=2)[CH2:24]1)([CH3:32])([CH3:30])[CH3:31] |f:1.2,3.4,7.8.9.10.11|. Procedure details: Prepared using general procedure 24. A solution of 4-bromo-N-(thiazol-2-yl)benzenesulfonamide (2.0 g, 6.3 mmol), tert-butyl azetidin-3-ylmethylcarbamate acetate (1.71 g, 6.93 mmol), sodium tert-butoxide (2.55 g, 26.5 mmol), biphenyl-2-yldi-tert-butylphosphine (224 mg, 0.76 mmol), and Pd2(dba)3 (172 mg, 0.19 mmol) in toluene (16 mL) was stirred at 75° C. for 16 h. The reaction mixture was poured into H2O, and the pH was adjusted to 6. The aqueous layer was extracted 4 times with CH2Cl2, and the o...